Dataset: the Open Reaction Database (ORD), a public repository of structured organic reaction records. Task: describe an organic reaction: reactants, conditions, products, and yield Starting materials: CCOC(=O)CC(=O)C1=CC=CC=C1 (Ethyl benzoyl acetate), Cl.C(C1=CC=CC=C1)(=N)N (benzamidine hydrochloride), C([O-])([O-])=O.[K+].[K+] (potassium carbonate). Solvent: O1CCOCC1 (1,4-dioxane), O (water), Cl (HCl). Product: C1(=CC=CC=C1)C1=NC(=CC(=N1)O)C1=CC=CC=C1 (2,6-diphenyl-pyrimidin-4-ol). RXN SMILES: CCO[C:4]([CH2:6][C:7]([C:9]1[CH:14]=[CH:13][CH:12]=[CH:11][CH:10]=1)=O)=[O:5].Cl.[C:16]([NH2:24])(=[NH:23])[C:17]1[CH:22]=[CH:21][CH:20]=[CH:19][CH:18]=1.C(=O)([O-])[O-].[K+].[K+]>O1CCOCC1.O.Cl>[C:17]1([C:16]2[N:24]=[C:4]([OH:5])[CH:6]=[C:7]([C:9]3[CH:10]=[CH:11][CH:12]=[CH:13][CH:14]=3)[N:23]=2)[CH:22]=[CH:21][CH:20]=[CH:19][CH:18]=1 |f:1.2,3.4.5|. Procedure: Ethyl benzoyl acetate (60 g, 312 mmol), benzamidine hydrochloride (65 g, 375 mmol) and potassium carbonate (172 g, 1250 mmol) were dissolved in 1,4-dioxane (1.2 liter) the reaction mixture was refluxed for 12 hours under nitrogen atmosphere. Reaction mixture was diluted with water, neutralized with cold 2N HCl, solid was filtered, washed with water and dried to yield the desired compound.